Dataset: the Open Reaction Database (ORD), a public repository of structured organic reaction records. Task: describe an organic reaction: reactants, conditions, products, and yield The reactants are CC(CC[C@@H]1N(CC[C@H](C1)C1=CC(NO1)=O)C(=O)OC)(C)C (Trans-methyl 2-(3,3-dimethylbutyl)-4-(3-oxo-2,3-dihydroisoxazol-5-yl)piperidine-1-carboxylate), CCCCCCC.CC(C)O (Heptane IPA). Solvent: C(C)#N (acetonitrile). Product: CC(CC[C@H]1N(CC[C@@H](C1)C1=CC(NO1)=O)C(=O)OC)(C)C ((2R,4S)-methyl 2-(3,3-dimethylbutyl)-4-(3-oxo-2,3-dihydroisoxazol-5-yl)-piperidine-1-carboxylate). The yield is 42.4%. Reaction SMILES: [CH3:1][C:2]([CH3:22])([CH3:21])[CH2:3][CH2:4][C@H:5]1[CH2:10][C@H:9]([C:11]2[O:15][NH:14][C:13](=[O:16])[CH:12]=2)[CH2:8][CH2:7][N:6]1[C:17]([O:19][CH3:20])=[O:18].CCCCCCC.CC(O)C>C(#N)C>[CH3:1][C:2]([CH3:22])([CH3:21])[CH2:3][CH2:4][C@@H:5]1[CH2:10][C@@H:9]([C:11]2[O:15][NH:14][C:13](=[O:16])[CH:12]=2)[CH2:8][CH2:7][N:6]1[C:17]([O:19][CH3:20])=[O:18] |f:1.2|. Procedure details: Trans-methyl 2-(3,3-dimethylbutyl)-4-(3-oxo-2,3-dihydroisoxazol-5-yl)piperidine-1-carboxylate (194 mg, 0.63 mmol) was subjected to chiral preparative HPLC (Column: Chiralpak IC (250×20), 5 μm particle size, mobile phase: Heptane/IPA 85/15, flow rate 18 mL/min) to yield (2R,4S)-methyl 2-(3,3-dimethylbutyl)-4-(3-oxo-2,3-dihydroisoxazol-5-yl)-piperidine-1-carboxylate (83 mg, 43%), Chiral purity 99.3% ee, Optical rotation [α]D20=−12.3 (acetonitrile, c=1)